Task: describe an organic reaction: reactants, conditions, products, and yield. Dataset: the Open Reaction Database (ORD), a public repository of structured organic reaction records Starting materials: C1(=CC=C(C=C1)[Sn](C)(C)C)C (p-tolyltrimethyltin), BrC1=C(C=CC=C1)[N+](=O)[O-] (2-bromonitrobenzene), [Na+].[Cl-] (NaCl), [OH-].[K+] (KOH). The reagents and catalysts are [Cl-].[Cl-].C1(=CC=CC=C1)P(C1=CC=CC=C1)C1=CC=CC=C1.C1(=CC=CC=C1)P(C1=CC=CC=C1)C1=CC=CC=C1.[Pd+2] (palladium(II) bis(triphenylphosphine)dichloride). The solvent is CN(C)C=O (DMF), CCCCCC.CCOC(=O)C (hexane EtOAc). Conditions: temperature 110 celsius. The product is CC1=CC=C(C=C1)C1=C(C=CC=C1)[N+](=O)[O-] (4-Methyl-2'-nitrobiphenyl). Isolated yield 96.4%. RXN SMILES: [C:1]1([CH3:11])[CH:6]=[CH:5][C:4]([Sn](C)(C)C)=[CH:3][CH:2]=1.Br[C:13]1[CH:18]=[CH:17][CH:16]=[CH:15][C:14]=1[N+:19]([O-:21])=[O:20].[OH-].[K+].[Na+].[Cl-]>[Cl-].[Cl-].C1(P(C2C=CC=CC=2)C2C=CC=CC=2)C=CC=CC=1.C1(P(C2C=CC=CC=2)C2C=CC=CC=2)C=CC=CC=1.[Pd+2].CCCCCC.CCOC(C)=O.CN(C=O)C>[CH3:11][C:1]1[CH:6]=[CH:5][C:4]([C:13]2[CH:18]=[CH:17][CH:16]=[CH:15][C:14]=2[N+:19]([O-:21])=[O:20])=[CH:3][CH:2]=1 |f:2.3,4.5,6.7.8.9.10,11.12|. Procedure: Under N2, a clean, dry flask was charged with p-tolyltrimethyltin (from Example 12, Step B) (5.61 g, 0.022 mol), 2-bromonitrobenzene (4.04 g, 0.020 mol), anhydrous DMF (40 mL), and palladium(II) bis(triphenylphosphine)dichloride (140 mg, 0.2 mmol), heated at 110° C. and stirred for 4 h when TLC (4:1 hexane/EtOAc) indicated disappearance of starting materials. The nearly black reaction mixture was cooled to room temperature, poured into a solution made from 100 mL 1N KOH and 100 mL sat. NaCl, and... Reactants: Cl (HCl), BrCCCCCCCCCCC(C(=O)OCC)C(=O)[O-] (ethyl 2-(10-bromo-decyl)malonate), NC(=S)N (thiourea), [OH-].[Na+] (NaOH). Run in C(C)O (ethanol). Product: SCCCCCCCCCCC(C(=O)O)C(=O)O (2-(10-mercaptodecyl)-propanedioic acid). Reaction SMILES: Br[CH2:2][CH2:3][CH2:4][CH2:5][CH2:6][CH2:7][CH2:8][CH2:9][CH2:10][CH2:11][CH:12]([C:18]([O-:20])=[O:19])[C:13]([O:15]CC)=[O:14].NC(N)=[S:23].[OH-].[Na+].Cl>C(O)C>[SH:23][CH2:2][CH2:3][CH2:4][CH2:5][CH2:6][CH2:7][CH2:8][CH2:9][CH2:10][CH2:11][CH:12]([C:18]([OH:20])=[O:19])[C:13]([OH:15])=[O:14] |f:2.3|. Procedure details: Reflux a solution of ethyl 2-(10-bromo-decyl)malonate (5.5 mmole) and thiourea (6.6 mmole) in 95% ethanol (25 mL) for 5 hours and then add an aqueous NaOH (2.0 M, 25 mL) and reflux for another 15 hours. Then, add an aqueous HCl (2.0 M) until the solution becomes acidic (approximately pH ˜2). Extract the reaction mixture with ether three times and wash and dry the combined organic layers with saturated NaCl solution with MgSO4. The product, 2-(10-mercaptodecyl)-propanedioic acid, can then be obta...